This data is from the Open Reaction Database (ORD), a public repository of structured organic reaction records. The task is: describe an organic reaction: reactants, conditions, products, and yield Reactants: CCOc1cc(C2CSCCC2NC(C)c2ccccc2)ccc1OC, CO, Cl, [H][H]. The product is CCOc1cc(C2CSCCC2N)ccc1OC, Cl. RXN SMILES: [CH2:2]([CH3:3])[O:4][c:5]1[cH:6][c:7]([CH:13]2[CH2:14][S:15][CH2:16][CH2:17][CH:18]2[NH:19][CH:20]([c:21]2[cH:22][cH:23][cH:24][cH:25][cH:26]2)[CH3:27])[cH:8][cH:9][c:10]1[O:11][CH3:12].[CH3:30][OH:31].[ClH:1].[H:28][H:29]>>[CH2:2]([CH3:3])[O:4][c:5]1[cH:6][c:7]([CH:13]2[CH2:14][S:15][CH2:16][CH2:17][CH:18]2[NH2:19])[cH:8][cH:9][c:10]1[O:11][CH3:12].[ClH:1].